Dataset: the Open Reaction Database (ORD), a public repository of structured organic reaction records. Task: describe an organic reaction: reactants, conditions, products, and yield Reactants: COC(=O)c1ccc(OCCCBr)cc1, [Li+], [OH-], O, O. Product: O=C(O)c1ccc(OCCCBr)cc1. RXN SMILES: [Br:1][CH2:2][CH2:3][CH2:4][O:5][c:6]1[cH:7][cH:8][c:9]([C:10](=[O:11])[O:12][CH3:13])[cH:14][cH:15]1.[Li+:18].[OH-:17].[OH2:16].[OH2:19]>>[Br:1][CH2:2][CH2:3][CH2:4][O:5][c:6]1[cH:7][cH:8][c:9]([C:10](=[O:11])[OH:12])[cH:14][cH:15]1. The reactants are C1(=CC=CC=C1)P(C1=CC=CC=2C(C3=CC=CC(=C3OC12)P(C1=CC=CC=C1)C1=CC=CC=C1)(C)C)C1=CC=CC=C1 (4,5-bis(diphenylphosphino)-9,9-dimethylxanthene), C([O-])([O-])=O.[K+].[K+] (potassium carbonate), FC1=C(C=CC(=C1)F)C=1C(=NN(C1N)C)C (4-(2,4-Difluorophenyl)-1,3-dimethyl-1H-pyrazol-5-amine), FC1=C(C=CC(=C1)F)C=1C(=NN(C1N)C)C (4-(2,4-Difluorophenyl)-1,3-dimethyl-1H-pyrazol-5-amine), BrC1=CC(=CC=C1)Cl (1-bromo-3-chlorobenzene), BrC1=CC(=CC=C1)Cl (1-bromo-3-chlorobenzene). Reagents/catalysts: C(C)(=O)[O-].[Pd+2].C(C)(=O)[O-] (Palladium(II) acetate). Solvent: O1CCOCC1 (1,4-dioxane). Run at time 1 hour. Yields the product ClC=1C=C(C=CC1)NC1=C(C(=NN1C)C)C1=C(C=C(C=C1)F)F (N-(3-Chlorophenyl)-4-(2,4-difluorophenyl)-1,3-dimethyl-1H-pyrazol-5-amine). As a reaction SMILES: C1(P(C2C=CC=CC=2)C2C3OC4C(=CC=CC=4P(C4C=CC=CC=4)C4C=CC=CC=4)C(C)(C)C=3C=CC=2)C=CC=CC=1.C(=O)([O-])[O-].[K+].[K+].[F:49][C:50]1[CH:55]=[C:54]([F:56])[CH:53]=[CH:52][C:51]=1[C:57]1[C:58]([CH3:64])=[N:59][N:60]([CH3:63])[C:61]=1[NH2:62].Br[C:66]1[CH:71]=[CH:70][CH:69]=[C:68]([Cl:72])[CH:67]=1>O1CCOCC1.C([O-])(=O)C.[Pd+2].C([O-])(=O)C>[Cl:72][C:68]1[CH:67]=[C:66]([NH:62][C:61]2[N:60]([CH3:63])[N:59]=[C:58]([CH3:64])[C:57]=2[C:51]2[CH:52]=[CH:53][C:54]([F:56])=[CH:55][C:50]=2[F:49])[CH:71]=[CH:70][CH:69]=1 |f:1.2.3,7.8.9|. Procedure details: Palladium(II) acetate (90 mg, 0.40 mmol), 4,5-bis(diphenylphosphino)-9,9-dimethylxanthene (460 mg, 0.80 mmol) and powdered potassium carbonate (5.5 g, 40 mmol) were combined in anhydrous 1,4-dioxane (20 mL), and the mixture was sparged with a subsurface stream of N2 gas for 10 min. 4-(2,4-Difluorophenyl)-1,3-dimethyl-1H-pyrazol-5-amine (i.e. the product of Step B) (0.89 g, 4.0 mmol) was added in one portion, and 1-bromo-3-chlorobenzene (0.47 mL, 4.0 mmol) was added via a syringe. The reaction mi... Starting materials: CN(C)C=O, CO, O=C1CCCN(C(=O)c2ccc([N+](=O)[O-])cc2)c2ccccc21. Yields the product Nc1ccc(C(=O)N2CCCC(=O)c3ccccc32)cc1. Reaction SMILES: [CH3:24][N:25]([CH3:26])[CH:27]=[O:28].[CH3:29][OH:30].[N+:1]([O-:2])(=[O:3])[c:4]1[cH:5][cH:6][c:7]([C:8](=[O:9])[N:10]2[CH2:11][CH2:12][CH2:13][C:14](=[O:21])[c:15]3[c:16]2[cH:17][cH:18][cH:19][cH:20]3)[cH:22][cH:23]1>>[NH2:1][c:4]1[cH:5][cH:6][c:7]([C:8](=[O:9])[N:10]2[CH2:11][CH2:12][CH2:13][C:14](=[O:21])[c:15]3[c:16]2[cH:17][cH:18][cH:19][cH:20]3)[cH:22][cH:23]1. The reactants are C(C=CC1=CC=CC=C1)N(C)CC=1C=C(C=CC1)C(C)=O (3′-(N-Cinnamyl-N-methylaminomethyl)acetophenone), C(CCC)[Li] (n-butyl lithium), CCCCCC (n-hexane). The reagents and catalysts are [Br-].C[P+](C1=CC=CC=C1)(C1=CC=CC=C1)C1=CC=CC=C1 (methyl triphenylphosphonium bromide). The product is C(C=CC1=CC=CC=C1)N(C)CC1=CC(=CC=C1)C(=C)C (N-Cinnamyl-N-methyl-(3-isopropenylbenzyl)amine). Yield: 50.5%. Reaction SMILES: [CH2:1]([N:10]([CH2:12][C:13]1[CH:14]=[C:15]([C:19](=O)[CH3:20])[CH:16]=[CH:17][CH:18]=1)[CH3:11])[CH:2]=[CH:3][C:4]1[CH:9]=[CH:8][CH:7]=[CH:6][CH:5]=1.[CH2:22]([Li])CCC.CCCCCC>[Br-].C[P+](C1C=CC=CC=1)(C1C=CC=CC=1)C1C=CC=CC=1>[CH2:1]([N:10]([CH2:12][C:13]1[CH:18]=[CH:17][CH:16]=[C:15]([C:19]([CH3:20])=[CH2:22])[CH:14]=1)[CH3:11])[CH:2]=[CH:3][C:4]1[CH:9]=[CH:8][CH:7]=[CH:6][CH:5]=1 |f:3.4|. Procedure: The procedure described in Example 2 was repeated, except that Compound 46 (0.42 g; 1.50 mmol), methyl triphenylphosphonium bromide (1.5 eq), and n-butyl lithium in n-hexane (1.68 M: 1.5 eq) were used, to thereby yield 0.21 g of the target compound (yield: 50.5%). Reactants: [N+](=O)([O-])C(CCC(=O)[C-]1C=CC=C1)C.[CH-]1C=CC=C1.[Fe+2] (4-nitropentanoyl ferrocene), TiCl3, C(Cl)(Cl)Cl (chloroform), C([O-])(O)=O.[Na+] (sodium bicarbonate). The reagents and catalysts are [Cl-].[Cl-].[Cl-].[Ti+3] (titanium trichloride), [O-2].[O-2].[Ti+4] (titanium dioxide). Run in C(OC)COC (glyme), O (water). Reaction conditions: time 24 hour. Yields the product O=C(CCC(=O)[C-]1C=CC=C1)C.[CH-]1C=CC=C1.[Fe+2] (4-Oxopentanoyl ferrocene). RXN SMILES: [N+]([CH:4]([CH3:14])[CH2:5][CH2:6][C:7]([C-:9]1[CH:13]=[CH:12][CH:11]=[CH:10]1)=[O:8])([O-])=O.[CH-:15]1[CH:19]=[CH:18][CH:17]=[CH:16]1.[Fe+2:20].C(Cl)(Cl)Cl.C(=O)(O)[O-:26].[Na+]>C(COC)OC.O.[Cl-].[Cl-].[Cl-].[Ti+3].[O-2].[O-2].[Ti+4]>[O:26]=[C:4]([CH3:14])[CH2:5][CH2:6][C:7]([C-:9]1[CH:13]=[CH:12][CH:11]=[CH:10]1)=[O:8].[CH-:15]1[CH:19]=[CH:18][CH:17]=[CH:16]1.[Fe+2:20] |f:0.1.2,4.5,8.9.10.11,12.13.14,15.16.17|. Reported procedure: The nitro compound (315 mg; 1 m mole) in glyme (5 ml) was treated with titanium trichloride (4 m mole) in water (5 ml) under N2 with stirring at room temperature. After 2 days a further 4 m mole of TiCl3 was added and stirring was continued for 24 hrs. The product was poured into chloroform (50 ml) and saturated sodium bicarbonate was added until precipitation of titanium dioxide was complete. The two layers were filtered through `Hiflo` and the chloroform layer was washed with sodium bicarbonat... The reactants are O=C([O-])C=CC(=O)[O-], CCCCCCCCCCCCN, CI, ClC(Cl)Cl, [Na+], [OH-], S=CN1CCC(C(c2ccccc2)c2ccccc2)CC1. Product: O=C(O)C=CC(=O)O, CCCCCCCCCCCCN=CN1CCC(C(c2ccccc2)c2ccccc2)CC1. Reaction SMILES: [C:39]([CH:40]=[CH:41][C:42](=[O:43])[O-:44])(=[O:45])[O-:46].[CH2:24]([CH2:25][CH2:26][CH2:27][CH2:28][CH2:29][CH2:30][CH2:31][CH2:32][CH2:33][CH2:34][CH3:35])[NH2:36].[CH3:22][I:23].[CH:47]([Cl:48])([Cl:49])[Cl:50].[Na+:38].[OH-:37].[c:1]1([CH:7]([CH:8]2[CH2:9][CH2:10][N:11]([CH:14]=[S:15])[CH2:12][CH2:13]2)[c:16]2[cH:17][cH:18][cH:19][cH:20][cH:21]2)[cH:2][cH:3][cH:4][cH:5][cH:6]1>>[C:39]([CH:40]=[CH:41][C:42](=[O:43])[OH:44])(=[O:45])[OH:46].[c:1]1([CH:7]([CH:8]2[CH2:9][CH2:10][N:11]([CH:14]=[N:36][CH2:24][CH2:25][CH2:26][CH2:27][CH2:28][CH2:29][CH2:30][CH2:31][CH2:32][CH2:33][CH2:34][CH3:35])[CH2:12][CH2:13]2)[c:16]2[cH:17][cH:18][cH:19][cH:20][cH:21]2)[cH:2][cH:3][cH:4][cH:5][cH:6]1.